Dataset: the Open Reaction Database (ORD), a public repository of structured organic reaction records. Task: describe an organic reaction: reactants, conditions, products, and yield Starting materials: O=C[C@H](O)[C@H](O)[C@H](O)CO (D-ribose), O=C[C@@H](O)[C@H](O)[C@H](O)CO (arabinose). Solvent: CO.O (methanol water). Product: O=C[C@H](O)[C@H](O)[C@H](O)CO (ribose), O=C[C@@H](O)[C@@H](O)[C@H](O)CO (D-lyxose), O=C[C@H](O)[C@@H](O)[C@H](O)CO (xylose). RXN SMILES: [O:1]=[CH:2][C@H:3]([C@@H:5]([C@@H:7]([CH2:9][OH:10])[OH:8])[OH:6])[OH:4].[O:11]=[CH:12][C@@H:13]([C@@H:15]([C@@H:17]([CH2:19][OH:20])[OH:18])[OH:16])[OH:14]>CO.O>[O:1]=[CH:2][C@@H:3]([C@@H:5]([C@@H:7]([CH2:9][OH:10])[OH:8])[OH:6])[OH:4].[O:11]=[CH:12][C@H:13]([C@H:15]([C@@H:17]([CH2:19][OH:20])[OH:18])[OH:16])[OH:14].[O:1]=[CH:2][C@@H:3]([C@H:5]([C@@H:7]([CH2:9][OH:10])[OH:8])[OH:6])[OH:4] |f:2.3|. Reported procedure: By means of this process it is possible for example to epimerize an approximately 35% strength by weight solution of arabinose in 1:1 methanol/water to D-ribose with a conversion of 35% and a ribose selectivity of 91% without forming detectable amounts of D-lyxose or xylose. The sugar loss is only about 3%. The product solution thus obtained has only a slight yellow color. It can be concentrated to a dry substance content of about 70% to crystallize the bulk of the unconverted arabinose in at le...